This data is from the Open Reaction Database (ORD), a public repository of structured organic reaction records. The task is: describe an organic reaction: reactants, conditions, products, and yield Reactants: CCOC(=O)c1coc(C2(NC(=O)OCc3ccccc3)CC2)n1, C1CCOC1, Cl, [Na+], [OH-]. Yields the product O=C(NC1(c2nc(C(=O)O)co2)CC1)OCc1ccccc1. Reaction SMILES: [CH2:1]([CH3:2])[O:3][C:4](=[O:5])[c:6]1[n:7][c:8]([C:11]2([NH:14][C:15](=[O:16])[O:17][CH2:18][c:19]3[cH:20][cH:21][cH:22][cH:23][cH:24]3)[CH2:12][CH2:13]2)[o:9][cH:10]1.[CH2:28]1[O:29][CH2:30][CH2:31][CH2:32]1.[ClH:27].[Na+:26].[OH-:25]>>[O:3]=[C:4]([OH:5])[c:6]1[n:7][c:8]([C:11]2([NH:14][C:15](=[O:16])[O:17][CH2:18][c:19]3[cH:20][cH:21][cH:22][cH:23][cH:24]3)[CH2:12][CH2:13]2)[o:9][cH:10]1. The reactants are Cl.NC(CC1=CC(=CC(=C1)F)F)C1=C(C=CC(=N1)NC(C)=O)Br (N-(6-(1-amino-2-(3,5-difluorophenyl)ethyl)-5-bromopyridin-2-yl)acetamide hydrochloride), BrC=1C(=NC(=NC1)SC)[C@@H](CC1=CC(=CC(=C1)F)F)N[S@@](=O)C(C)(C)C ((S)—N—((R)-1-(5-bromo-2-(methylthio)pyrimidin-4-yl)-2-(3,5-difluorophenyl)ethyl)-2-methylpropane-2-sulfinamide). Yields the product Cl.BrC=1C(=NC(=NC1)SC)[C@@H](CC1=CC(=CC(=C1)F)F)N ((R)-1-(5-bromo-2-(methylthio)pyrimidin-4-yl)-2-(3,5-difluorophenyl)ethanamine hydrochloride). As a reaction SMILES: [ClH:1].NC(C1N=C(NC(=O)C)C=CC=1Br)CC1C=C(F)C=C(F)C=1.[Br:24][C:25]1[C:26]([C@H:33]([NH:43][S@](C(C)(C)C)=O)[CH2:34][C:35]2[CH:40]=[C:39]([F:41])[CH:38]=[C:37]([F:42])[CH:36]=2)=[N:27][C:28]([S:31][CH3:32])=[N:29][CH:30]=1>>[ClH:1].[Br:24][C:25]1[C:26]([C@H:33]([NH2:43])[CH2:34][C:35]2[CH:40]=[C:39]([F:41])[CH:38]=[C:37]([F:42])[CH:36]=2)=[N:27][C:28]([S:31][CH3:32])=[N:29][CH:30]=1 |f:0.1,3.4|. Procedure: The title compound (11F) was prepared according to the method presented for the synthesis of compound 1F of Example 1 utilizing 11E. MS (m/z) 361.66 [M+H]+. Reactants: CC(C)S(=O)(=O)Nc1cc(C(=O)c2ccccc2)ccc1[N+](=O)[O-], [Cl-], [Na+], C1CCOC1, O. The product is CC(C)S(=O)(=O)Nc1cc(C(=O)c2ccccc2)ccc1N. Reaction SMILES: [CH:1]([CH3:2])([CH3:3])[S:4](=[O:5])(=[O:6])[NH:7][c:8]1[cH:9][c:10]([C:11](=[O:12])[c:13]2[cH:14][cH:15][cH:16][cH:17][cH:18]2)[cH:19][cH:20][c:21]1[N+:22]([O-:23])=[O:24].[Cl-:31].[Na+:30].[O:25]1[CH2:26][CH2:27][CH2:28][CH2:29]1.[OH2:32]>>[CH:1]([CH3:2])([CH3:3])[S:4](=[O:5])(=[O:6])[NH:7][c:8]1[cH:9][c:10]([C:11](=[O:12])[c:13]2[cH:14][cH:15][cH:16][cH:17][cH:18]2)[cH:19][cH:20][c:21]1[NH2:22].